Dataset: the Open Reaction Database (ORD), a public repository of structured organic reaction records. Task: describe an organic reaction: reactants, conditions, products, and yield Starting materials: BrCCCCCC(C#N)(C1=CC(=C(C=C1)OC)OC)SC1CCCCC1 (α-(5-Bromopentyl)-α-(cyclohexylthio)-3,4-dimethoxybenzeneacetonitrile), CC(C)(C)[Si](OC1=C(C=C2CCNCC2=C1)OC)(C)C (7-[[(1,1-Dimethylethyl]dimethylsilyl]oxy]-1,2,3,4-tetrahydro-6-methoxyisoquinoline), C(C)(C)N(C(C)C)CC (N,N-diisopropyl ethylamine). Run in C(C)#N (acetonitrile). Conditions: time 2.5 hour. Product: C1(CCCCC1)SC(C#N)(CCCCCN1CC2=CC(=C(C=C2CC1)OC)O)C1=CC(=C(C=C1)OC)OC (α-(Cyclohexylthio)-α-(3,4-dimethoxyphenyl)-3,4-dihydro-7-hydroxy-6-methoxy-2(1H)-isoquinolineheptanenitrile). The yield is 150.7%. RXN SMILES: Br[CH2:2][CH2:3][CH2:4][CH2:5][CH2:6][C:7]([S:20][CH:21]1[CH2:26][CH2:25][CH2:24][CH2:23][CH2:22]1)([C:10]1[CH:15]=[CH:14][C:13]([O:16][CH3:17])=[C:12]([O:18][CH3:19])[CH:11]=1)[C:8]#[N:9].CC([Si](C)(C)[O:32][C:33]1[CH:42]=[C:41]2[C:36]([CH2:37][CH2:38][NH:39][CH2:40]2)=[CH:35][C:34]=1[O:43][CH3:44])(C)C.C(N(CC)C(C)C)(C)C>C(#N)C>[CH:21]1([S:20][C:7]([C:10]2[CH:15]=[CH:14][C:13]([O:16][CH3:17])=[C:12]([O:18][CH3:19])[CH:11]=2)([CH2:6][CH2:5][CH2:4][CH2:3][CH2:2][N:39]2[CH2:38][CH2:37][C:36]3[C:41](=[CH:42][C:33]([OH:32])=[C:34]([O:43][CH3:44])[CH:35]=3)[CH2:40]2)[C:8]#[N:9])[CH2:26][CH2:25][CH2:24][CH2:23][CH2:22]1. Procedure details: A mixture, under argon, of 2.17 g of product from Example 113, 1.8 g of product from Example 28, 13.0 ml of N,N-diisopropyl ethylamine and 80 ml of acetonitrile is heated under reflux temperature for 8 hours. The reaction is cooled and concentrated in vacuo and dried under high vacuum for 1 hour. The crude residue is dissolved in 70 ml of tetrahydrofuran and 10.0 ml of 1M tetrabutyl ammonium fluoride in tetrahydrofuran is added and the mixture is stirred at room temperature, under argon, for 2.5... Starting materials: COC(=O)C12CC3C(C(CC(C1)C3)C2)NC(=O)C2(CCCCC2)NS(=O)(=O)C2=C(C=CC=C2)Br (4-{[1-(2-bromo-benzenesulfonylamino)-cyclohexanecarbonyl]-amino}-adamantane-1-carboxylic acid methylester), O1CCCC1 (tetrahydrofuran), CO (methanol), [OH-].[Li+] (Lithium hydroxide). The solvent is O (water). Reaction conditions: time 12 hour. The product is BrC1=C(C=CC=C1)S(=O)(=O)NC1(CCCCC1)C(=O)NC1C2CC3(CC(CC1C3)C2)C(=O)O (4-{[1-(2-bromo-benzenesulfonylamino)-cyclohexanecarbonyl]-amino}-adamantane-1-carboxylic acid). The yield is 77.7%. As a reaction SMILES: C[O:2][C:3]([C:5]12[CH2:14][CH:9]3[CH2:10][CH:11]([CH2:13][CH:7]([CH:8]3[NH:15][C:16]([C:18]3([NH:24][S:25]([C:28]4[CH:33]=[CH:32][CH:31]=[CH:30][C:29]=4[Br:34])(=[O:27])=[O:26])[CH2:23][CH2:22][CH2:21][CH2:20][CH2:19]3)=[O:17])[CH2:6]1)[CH2:12]2)=[O:4].O1CCCC1.CO.[OH-].[Li+]>O>[Br:34][C:29]1[CH:30]=[CH:31][CH:32]=[CH:33][C:28]=1[S:25]([NH:24][C:18]1([C:16]([NH:15][CH:8]2[CH:7]3[CH2:6][C:5]4([C:3]([OH:4])=[O:2])[CH2:12][CH:11]([CH2:10][CH:9]2[CH2:14]4)[CH2:13]3)=[O:17])[CH2:19][CH2:20][CH2:21][CH2:22][CH2:23]1)(=[O:27])=[O:26] |f:3.4|. Procedure: In a 25-mL flask, 4-{[1-(2-bromo-benzenesulfonylamino)-cyclohexanecarbonyl]-amino}-adamantane-1-carboxylic acid methylester (140 mg, 0.253 mmol) was charged, and dissolved through addition of tetrahydrofuran (5 mL), and methanol (5 mL). Lithium hydroxide dissolved in purified water (5 mL) was added thereto, followed by stirring for 12 hours at room temperature. After the reaction was completed, the resultant solution was vacuum-evaporated, acidified with 2N hydrochloric acid aqueous solution to ...